The task is: describe an organic reaction: reactants, conditions, products, and yield. This data is from the Open Reaction Database (ORD), a public repository of structured organic reaction records. Starting materials: ClC1=CC(=C(CN2N=CC3=CC(=CC=C23)\C=C/2\C(N(C(S2)=O)C2CCNCC2)=O)C=C1)C(F)(F)F ((5Z)-5-({1-[4-chloro-2-(trifluoromethyl)benzyl]-1H-indazol-5-yl}methylidene)-3-piperidin-4-yl-1,3-thiazolidine-2,4-dione), BrCCO (2-bromoethanol). Yields the product ClC1=CC(=C(CN2N=CC3=CC(=CC=C23)\C=C/2\C(N(C(S2)=O)C2CCN(CC2)CCO)=O)C=C1)C(F)(F)F ((5Z)-5-({1-[4-Chloro-2-(trifluoromethyl)benzyl]-1H-indazol-5-yl}methylidene)-3-[1-(2-hydroxyethyl)piperidin-4-yl]-1,3-thiazolidine-2,4-dione). RXN SMILES: [Cl:1][C:2]1[CH:31]=[CH:30][C:5]([CH2:6][N:7]2[C:15]3[C:10](=[CH:11][C:12](/[CH:16]=[C:17]4/[C:18](=[O:29])[N:19]([CH:23]5[CH2:28][CH2:27][NH:26][CH2:25][CH2:24]5)[C:20](=[O:22])[S:21]/4)=[CH:13][CH:14]=3)[CH:9]=[N:8]2)=[C:4]([C:32]([F:35])([F:34])[F:33])[CH:3]=1.Br[CH2:37][CH2:38][OH:39]>>[Cl:1][C:2]1[CH:31]=[CH:30][C:5]([CH2:6][N:7]2[C:15]3[C:10](=[CH:11][C:12](/[CH:16]=[C:17]4/[C:18](=[O:29])[N:19]([CH:23]5[CH2:28][CH2:27][N:26]([CH2:37][CH2:38][OH:39])[CH2:25][CH2:24]5)[C:20](=[O:22])[S:21]/4)=[CH:13][CH:14]=3)[CH:9]=[N:8]2)=[C:4]([C:32]([F:35])([F:34])[F:33])[CH:3]=1. Procedure details: (5Z)-5-({1-[4-Chloro-2-(trifluoromethyl)benzyl]-1H-indazol-5-yl}methylidene)-3-[1-(2-hydroxyethyl)piperidin-4-yl]-1,3-thiazolidine-2,4-dione was prepared from (5Z)-5-({1-[4-chloro-2-(trifluoromethyl)benzyl]-1H-indazol-5-yl}methylidene)-3-piperidin-4-yl-1,3-thiazolidine-2,4-dione (Example 113) and 2-bromoethanol following General Procedure S. RXN SMILES: [C:1]([O:5][CH2:6][CH2:7]O)(=[O:4])[CH:2]=[CH2:3].[N-:9]=C=O>>[C:1]([OH:5])(=[O:4])[CH:2]=[CH2:3].[NH2:9][C:1]([O:5][CH2:6][CH3:7])=[O:4] |f:2.3|. Reaction conditions: temperature 60 celsius. Procedure details: MaterialScience AG, Leverkusen, Germany) were initially introduced into a 500 ml round-bottomed flask and heated to 60° C. Thereafter, 42.37 g of 2-hydroxyethyl acrylate were added dropwise and the mixture was further kept at 60° C. until the isocyanate content had fallen below 0.1%. Thereafter, cooling was effected and the ethyl acetate was completely removed in vacuo. The product was obtained as a semicrystalline solid. Reactants: C(C=C)(=O)OCCO (2-hydroxyethyl acrylate), [N-]=C=O (isocyanate). Product: C(C=C)(=O)O.NC(=O)OCC (Urethane Acrylate). Reactants: ClCC1=CC=C(OCC=2N=C(OC2C)C2=CC=CC=C2)C=C1 (4-(4-chloromethylphenoxymethyl)-5-methyl-2-phenyloxazole), OC1=C(C=C(C=C1)OCOC)CC#N (2-(2-hydroxy-5-methoxymethoxyphenyl)acetonitrile), CN(C=O)C (N,N-dimethylformamide), [H-].[Na+] (sodium hydride). Run in O (water). Reaction conditions: temperature 80 celsius, time 1 hour. Product: COCOC=1C=CC(=C(C1)CC#N)OCC1=CC=C(C=C1)OCC=1N=C(OC1C)C1=CC=CC=C1 (2-[5-methoxymethoxy-2-[4-[(5-methyl-2-phenyl-4-oxazolyl)methoxy]benzyloxy]phenyl]acetonitrile). Yield: 57.5%. RXN SMILES: Cl[CH2:2][C:3]1[CH:22]=[CH:21][C:6]([O:7][CH2:8][C:9]2[N:10]=[C:11]([C:15]3[CH:20]=[CH:19][CH:18]=[CH:17][CH:16]=3)[O:12][C:13]=2[CH3:14])=[CH:5][CH:4]=1.[OH:23][C:24]1[CH:29]=[CH:28][C:27]([O:30][CH2:31][O:32][CH3:33])=[CH:26][C:25]=1[CH2:34][C:35]#[N:36].CN(C)C=O.[H-].[Na+]>O>[CH3:33][O:32][CH2:31][O:30][C:27]1[CH:28]=[CH:29][C:24]([O:23][CH2:2][C:3]2[CH:22]=[CH:21][C:6]([O:7][CH2:8][C:9]3[N:10]=[C:11]([C:15]4[CH:20]=[CH:19][CH:18]=[CH:17][CH:16]=4)[O:12][C:13]=3[CH3:14])=[CH:5][CH:4]=2)=[C:25]([CH2:34][C:35]#[N:36])[CH:26]=1 |f:3.4|. Reported procedure: To a mixture of 4-(4-chloromethylphenoxymethyl)-5-methyl-2-phenyloxazole (1.95 g), 2-(2-hydroxy-5-methoxymethoxyphenyl)acetonitrile (1.0 g) and N,N-dimethylformamide (50 mL) was added sodium hydride (60%, oil, 0.23 g) under ice-cooling, and the mixture was stirred at 80° C. for 1 hr. The reaction mixture was poured into water and extracted with ethyl acetate. The organic, layer was washed successively with water, 2N aqueous sodium hydroxide solution and saturated brine, and dried over anhydrous ...